This data is from the Open Reaction Database (ORD), a public repository of structured organic reaction records. The task is: describe an organic reaction: reactants, conditions, products, and yield Starting materials: [Al+3], CCCCCCCCS, CCOC(=O)C(C)(C)Sc1ccc(OC)cc1, Cc1ccccc1, CCOC(C)=O, [Cl-], [Cl-], [Cl-], O. Yields the product CCOC(=O)C(C)(C)Sc1ccc(O)cc1. As a reaction SMILES: [Al+3:2].[CH2:5]([SH:6])[CH2:7][CH2:8][CH2:9][CH2:10][CH2:11][CH2:12][CH3:13].[CH3:14][O:15][c:16]1[cH:17][cH:18][c:19]([S:22][C:23]([C:24](=[O:25])[O:26][CH2:27][CH3:28])([CH3:29])[CH3:30])[cH:20][cH:21]1.[CH3:32][c:33]1[cH:34][cH:35][cH:36][cH:37][cH:38]1.[CH3:39][CH2:40][O:41][C:42](=[O:43])[CH3:44].[Cl-:1].[Cl-:3].[Cl-:4].[OH2:31]>>[OH:15][c:16]1[cH:17][cH:18][c:19]([S:22][C:23]([C:24](=[O:25])[O:26][CH2:27][CH3:28])([CH3:29])[CH3:30])[cH:20][cH:21]1. Reactants: [K+], O=[Mn](=O)(=O)[O-], [Na+], [Na+], O, O=S(=O)(O)O, O=S([O-])[O-], C=C(c1ccccc1)c1cccc(C(C)C(=O)O)c1, c1ccccc1. The product is CC(C(=O)O)c1cccc(C(=O)c2ccccc2)c1. Reaction SMILES: [K+:25].[Mn:20](=[O:21])([O-:22])(=[O:23])=[O:24].[Na+:35].[Na+:36].[OH2:43].[S:26](=[O:27])(=[O:28])([OH:29])[OH:30].[S:31]([O-:32])([O-:33])=[O:34].[c:1]1([C:7](=[CH2:8])[c:9]2[cH:10][c:11]([CH:15]([C:16](=[O:17])[OH:18])[CH3:19])[cH:12][cH:13][cH:14]2)[cH:2][cH:3][cH:4][cH:5][cH:6]1.[cH:37]1[cH:38][cH:39][cH:40][cH:41][cH:42]1>>[c:1]1([C:7]([c:9]2[cH:10][c:11]([CH:15]([C:16](=[O:17])[OH:18])[CH3:19])[cH:12][cH:13][cH:14]2)=[O:21])[cH:2][cH:3][cH:4][cH:5][cH:6]1. Reactants: C(=O)(O)[O-].[Na+] (NaHCO3), NC=1N=CC2=C(N1)CCN(C2)C2C(=CCN(C2=O)C2=CC=C(C=C2)NC(OC(C)(C)C)=O)C (Tert-butyl (4-(5-(2-amino-7,8-dihydropyrido[4,3-d]p yrimidin-6(5H)-yl)-4-methyl-6-oxo-5,6-dihydropyridin-1(2H)-yl)phenyl)carbamate), C(=O)(C(F)(F)F)O (CF3COOH), C(=O)(C(F)(F)F)O (CF3COOH). The solvent is CO.C1CCOC1 (MeOH THF). Conditions: time 4 hour. Yields the product NC=1N=CC2=C(N1)CCN(C2)C=2C(N(C=CC2C)C2=CC=C(C=C2)N)=O (3-(2-amino-7,8-dihydropyrido[4,3-d]pyrimidin-6(5H)-yl)-1-(4-aminophenyl)-4-methylpyridin-2(1H)-one). Isolated yield 87.7%. Reaction SMILES: [NH2:1][C:2]1[N:3]=[CH:4][C:5]2[CH2:11][N:10]([CH:12]3[C:17](=[O:18])[N:16]([C:19]4[CH:24]=[CH:23][C:22]([NH:25]C(=O)OC(C)(C)C)=[CH:21][CH:20]=4)[CH2:15][CH:14]=[C:13]3[CH3:33])[CH2:9][CH2:8][C:6]=2[N:7]=1.C(O)(C(F)(F)F)=O.C([O-])(O)=O.[Na+]>CO.C1COCC1>[NH2:1][C:2]1[N:3]=[CH:4][C:5]2[CH2:11][N:10]([C:12]3[C:17](=[O:18])[N:16]([C:19]4[CH:20]=[CH:21][C:22]([NH2:25])=[CH:23][CH:24]=4)[CH:15]=[CH:14][C:13]=3[CH3:33])[CH2:9][CH2:8][C:6]=2[N:7]=1 |f:2.3,4.5|. Reported procedure: Tert-butyl (4-(5-(2-amino-7,8-dihydropyrido[4,3-d]p yrimidin-6(5H)-yl)-4-methyl-6-oxo-5,6-dihydropyridin-1(2H)-yl)phenyl)carbamate (150 mg, 0.334 mmol) was dissolved into a 1:1 mixture of MeOH/THF (˜10 mL) and treated with CF3COOH drop wise and the reaction was allowed to stir for 4 h. One the reaction was completed, the residual CF3COOH was neutralized with NaHCO3 (aq). The reaction was then extracted with EtOAc (3×10 mL) and brine (˜10 mL). The combined organic layers were dried over anhydrous... Procedure details: Copolymerization of propylene with decene-1 was carried out according to the general technique of Example 1, except that the starting α-olefin solution in hexane consisted of 500 mL of decene-1 and 700 mL of hexane. About 68 g of copolymer was recovered. Its decene-1 comonomer content was 22 mole % (by 13C NMR). It had a crystallinity number of 37. Its physical properties at 25° C. and 70° C. were as follows: The solvent is CCCCCC (hexane), CCCCCC (hexane). The product is C=CC.CCCCCCCCC=C (propylene decene-1). Reactants: CCCCCCCCC=C (decene-1), C=CC (propylene), CCCCCCCCC=C (decene-1), α-olefin. As a reaction SMILES: [CH2:1]=[CH:2][CH3:3].[CH3:4][CH2:5][CH2:6][CH2:7][CH2:8][CH2:9][CH2:10][CH2:11][CH:12]=[CH2:13]>CCCCCC>[CH2:1]=[CH:2][CH3:3].[CH3:13][CH2:12][CH2:11][CH2:10][CH2:9][CH2:8][CH2:7][CH2:6][CH:5]=[CH2:4] |f:3.4|.